This data is from the Open Reaction Database (ORD), a public repository of structured organic reaction records. The task is: describe an organic reaction: reactants, conditions, products, and yield Reactants: CCCc1cc(CCC=O)n(C(C)(C)C)n1, CCN(C(C)C)C(C)C, Clc1ccc(N2CCNCC2)cc1Cl. Product: CCCc1cc(CCCN2CCN(c3ccc(Cl)c(Cl)c3)CC2)n(C(C)(C)C)n1. As a reaction SMILES: [C:1]([CH3:2])([CH3:3])([CH3:4])[n:5]1[n:6][c:7]([CH2:14][CH2:15][CH3:16])[cH:8][c:9]1[CH2:10][CH2:11][CH:12]=[O:13].[CH:31]([N:32]([CH2:33][CH3:34])[CH:35]([CH3:36])[CH3:37])([CH3:38])[CH3:39].[Cl:17][c:18]1[cH:19][c:20]([N:25]2[CH2:26][CH2:27][NH:28][CH2:29][CH2:30]2)[cH:21][cH:22][c:23]1[Cl:24]>>[C:1]([CH3:2])([CH3:3])([CH3:4])[n:5]1[n:6][c:7]([CH2:14][CH2:15][CH3:16])[cH:8][c:9]1[CH2:10][CH2:11][CH2:12][N:28]1[CH2:27][CH2:26][N:25]([c:20]2[cH:19][c:18]([Cl:17])[c:23]([Cl:24])[cH:22][cH:21]2)[CH2:30][CH2:29]1.